describe an organic reaction: reactants, conditions, products, and yield From a dataset of the Open Reaction Database (ORD), a public repository of structured organic reaction records. Reactants: O=C([O-])C(O)C(O)C(=O)[O-], Cc1ccccc1, [K+], [Na+], C1CCOC1, O=C(OCc1ccccc1)N1CCC(Oc2ccccc2)C(OCc2ccc3ccccc3c2)C1. Product: c1ccc(OC2CCNCC2OCc2ccc3ccccc3c2)cc1. Reaction SMILES: [C:36]([CH:37]([CH:38]([C:39]([O-:40])=[O:41])[OH:42])[OH:43])([O-:44])=[O:45].[CH3:53][c:54]1[cH:55][cH:56][cH:57][cH:58][cH:59]1.[K+:47].[Na+:46].[O:48]1[CH2:49][CH2:50][CH2:51][CH2:52]1.[cH:1]1[c:2]([CH2:11][O:12][CH:13]2[CH2:14][N:15]([C:26]([O:27][CH2:28][c:29]3[cH:30][cH:31][cH:32][cH:33][cH:34]3)=[O:35])[CH2:16][CH2:17][CH:18]2[O:19][c:20]2[cH:21][cH:22][cH:23][cH:24][cH:25]2)[cH:3][cH:4][c:5]2[cH:6][cH:7][cH:8][cH:9][c:10]12>>[cH:1]1[c:2]([CH2:11][O:12][CH:13]2[CH2:14][NH:15][CH2:16][CH2:17][CH:18]2[O:19][c:20]2[cH:21][cH:22][cH:23][cH:24][cH:25]2)[cH:3][cH:4][c:5]2[cH:6][cH:7][cH:8][cH:9][c:10]12.